From a dataset of the Open Reaction Database (ORD), a public repository of structured organic reaction records. describe an organic reaction: reactants, conditions, products, and yield Reactants: c1ccc2c(c1)CCOC2, CCOC(=O)NN=C(c1ccc([N+](=O)[O-])cc1)c1cc(Cl)c(Cl)cc1CC(C)O. The product is CCOC(=O)N1N=C(c2ccc([N+](=O)[O-])cc2)c2cc(Cl)c(Cl)cc2CC1C. As a reaction SMILES: [CH2:30]1[c:31]2[c:32]([cH:33][cH:34][cH:35][cH:36]2)[CH2:37][CH2:38][O:39]1.[OH:1][CH:2]([CH2:3][c:4]1[c:5]([C:12](=[N:13][NH:14][C:15](=[O:16])[O:17][CH2:18][CH3:19])[c:20]2[cH:21][cH:22][c:23]([N+:26](=[O:27])[O-:28])[cH:24][cH:25]2)[cH:6][c:7]([Cl:11])[c:8]([Cl:10])[cH:9]1)[CH3:29]>>[CH:2]1([CH3:29])[CH2:3][c:4]2[c:5]([cH:6][c:7]([Cl:11])[c:8]([Cl:10])[cH:9]2)[C:12]([c:20]2[cH:21][cH:22][c:23]([N+:26](=[O:27])[O-:28])[cH:24][cH:25]2)=[N:13][N:14]1[C:15](=[O:16])[O:17][CH2:18][CH3:19]. Starting materials: ClC(=O)OC1=CC=C(C=C1)[N+](=O)[O-] (4-nitrophenyl chloroformate), ice, NC=1SC=CN1 (2-aminothiazole), N1=CC=CC=C1 (pyridine). The solvent is C(C)(=O)OCC (ethyl acetate), C(C)(=O)OCC (ethyl acetate). Conditions: time 3 hour. Product: [N+](=O)([O-])C1=CC=C(OC(=O)NC=2SC=CN2)C=C1 (2-(4-Nitrophenoxycarbonylamino)thiazole). Reaction SMILES: Cl[C:2]([O:4][C:5]1[CH:10]=[CH:9][C:8]([N+:11]([O-:13])=[O:12])=[CH:7][CH:6]=1)=[O:3].[NH2:14][C:15]1[S:16][CH:17]=[CH:18][N:19]=1.N1C=CC=CC=1>C(OCC)(=O)C>[N+:11]([C:8]1[CH:9]=[CH:10][C:5]([O:4][C:2]([NH:14][C:15]2[S:16][CH:17]=[CH:18][N:19]=2)=[O:3])=[CH:6][CH:7]=1)([O-:13])=[O:12]. Reported procedure: A solution of 4-nitrophenyl chloroformate, 5.04 g (25 mMole), in 25 ml of dry ethyl acetate was added dropwise to an ice cooled, stirred solution of 2-aminothiazole, 5.01 g (50 mMole) in dry ethyl acetate, 25 ml, and dry pyridine, 50 ml. The ice bath was removed as the reaction mixture became viscous. Stirring was continued at 22° C. for three hours. Ethyl acetate was added. The insolubles were filtered, rinsed with ethyl acetate, with water, with acetone, dried and recrystallized from acetone f...